describe an organic reaction: reactants, conditions, products, and yield From a dataset of the Open Reaction Database (ORD), a public repository of structured organic reaction records. The reactants are CCOC(=O)C (EtOAc), ClC1=NC=2N3C(C(NC2C=N1)=O)(COCC3)C (2-Chloro-6a-methyl-6a,7,9,10-tetrahydro-[1,4]oxazino[3,4-h]pteridin-6(5H)-one), [N+](=O)([O-])C1=CC=C(C=C1)S(=O)(=O)OCC(C)(F)F (2,2-difluoropropyl 4-nitrobenzenesulfonate), C([O-])([O-])=O.[Cs+].[Cs+] (cesium carbonate). Solvent: CC(=O)N(C)C (DMA), C(C)(C)O (isopropanol). Run at temperature 60 celsius, time 22 hour. The product is ClC1=NC=2N3C(C(N(C2C=N1)CC(C)(F)F)=O)(COCC3)C (2-chloro-5-(2,2-difluoropropyl)-6a-methyl-6a,7,9,10-tetrahydro-[1,4]oxazino[3,4-h]pteridin-6(5H)-one). Reaction SMILES: [Cl:1][C:2]1[N:11]=[CH:10][C:9]2[NH:8][C:7](=[O:12])[C:6]3([CH3:17])[CH2:13][O:14][CH2:15][CH2:16][N:5]3[C:4]=2[N:3]=1.[N+](C1C=CC(S(O[CH2:31][C:32]([F:35])([F:34])[CH3:33])(=O)=O)=CC=1)([O-])=O.C(=O)([O-])[O-].[Cs+].[Cs+].CCOC(C)=O>CC(N(C)C)=O.C(O)(C)C>[Cl:1][C:2]1[N:11]=[CH:10][C:9]2[N:8]([CH2:31][C:32]([F:35])([F:34])[CH3:33])[C:7](=[O:12])[C:6]3([CH3:17])[CH2:13][O:14][CH2:15][CH2:16][N:5]3[C:4]=2[N:3]=1 |f:2.3.4|. Reported procedure: 2-Chloro-6a-methyl-6a,7,9,10-tetrahydro-[1,4]oxazino[3,4-h]pteridin-6(5H)-one (384 mg, 1.508 mmol), 2,2-difluoropropyl 4-nitrobenzenesulfonate (767 mg, 2.73 mmol), cesium carbonate (1240 mg, 3.81 mmol) were combined in DMA (2 mL) at ambient temperature for about 1 hour and then heated in an oil bath at 60° C. After about 22 hours, the reaction mixture was allowed to cool to ambient temperature, diluted reaction mixture with 25 mL EtOAc, transferred to a separatory funnel, and the reaction vessel... Reactants: BrC=1C(=NC(=NC1)Cl)O (5-bromo-2-chloropyrimidin-4-ol), N1(CCNCC1)C(=O)OC(C)(C)C (tert-butyl piperazine-1-carboxylate). The solvent is CC(C)O (propan-2-ol), C(C)(C)N(CC)C(C)C (diisopropylethylamine). The product is BrC=1C(=NC(=NC1)N1CCN(CC1)C(=O)OC(C)(C)C)O (tert-butyl 4-(5-bromo-4-hydroxypyrimidin-2-yl)piperazine-1-carboxylate). Isolated yield 80.8%. RXN SMILES: [Br:1][C:2]1[C:3]([OH:9])=[N:4][C:5](Cl)=[N:6][CH:7]=1.[N:10]1([C:16]([O:18][C:19]([CH3:22])([CH3:21])[CH3:20])=[O:17])[CH2:15][CH2:14][NH:13][CH2:12][CH2:11]1>CC(O)C.C(N(C(C)C)CC)(C)C>[Br:1][C:2]1[C:3]([OH:9])=[N:4][C:5]([N:13]2[CH2:12][CH2:11][N:10]([C:16]([O:18][C:19]([CH3:22])([CH3:21])[CH3:20])=[O:17])[CH2:15][CH2:14]2)=[N:6][CH:7]=1. Procedure: A solution of 5-bromo-2-chloropyrimidin-4-ol (6.5 g, 31 mmol), tert-butyl piperazine-1-carboxylate (6.5 g, 35 mmol) in propan-2-ol (200 mL) and diisopropylethylamine (10 mL) was stirred at 80° C. overnight. The mixture was cooled to RT and then concentrated. The residue was purified by silica gel chromatography eluting with ethyl acetate:petroleum ether (100:1) to give tert-butyl 4-(5-bromo-4-hydroxypyrimidin-2-yl)piperazine-1-carboxylate (9 g, 80%) as a yellow solid. MS (ES+) C13H19BrN4O3 requi... The reactants are C1CCOC1, CCOC(=O)N=NC(=O)OCC, COC(=O)C1CC(O)CCC1C(=O)OC(C)(C)C, c1ccc(P(c2ccccc2)c2ccccc2)cc1, Oc1ccncc1. The product is COC(=O)C1CC(Oc2ccncc2)CCC1C(=O)OC(C)(C)C. As a reaction SMILES: [O:45]1[CH2:46][CH2:47][CH2:48][CH2:49]1.[O:50]=[C:51]([O:52][CH2:53][CH3:54])[N:55]=[N:56][C:57]([O:58][CH2:59][CH3:60])=[O:61].[OH:20][CH:21]1[CH2:22][CH:23]([C:34](=[O:35])[O:36][CH3:37])[CH:24]([C:27](=[O:28])[O:29][C:30]([CH3:31])([CH3:32])[CH3:33])[CH2:25][CH2:26]1.[c:1]1([P:2]([c:3]2[cH:4][cH:5][cH:6][cH:7][cH:8]2)[c:9]2[cH:10][cH:11][cH:12][cH:13][cH:14]2)[cH:15][cH:16][cH:17][cH:18][cH:19]1.[n:38]1[cH:39][cH:40][c:41]([OH:44])[cH:42][cH:43]1>>[O:20]([CH:21]1[CH2:22][CH:23]([C:34](=[O:35])[O:36][CH3:37])[CH:24]([C:27](=[O:28])[O:29][C:30]([CH3:31])([CH3:32])[CH3:33])[CH2:25][CH2:26]1)[c:41]1[cH:40][cH:39][n:38][cH:43][cH:42]1. Reactants: C(C)(C)(C)NC=1C(=NC2=CC=CC(=C2N1)C1=CC=2C(NCCC2N1)=O)NCC1=C(C=C(C=C1)OC)OC (2-(3-(tert-butylamino)-2-((2,4-dimethoxybenzyl)amino)quinoxalin-5-yl)-6,7-dihydro-1H-pyrrolo[3,2-c]pyridin-4(5H)-one), C(=O)(C(F)(F)F)O (TFA). Run in C(Cl)Cl (DCM). Conditions: temperature 40 celsius. The product is NC1=NC2=CC=CC(=C2N=C1NC(C)(C)C)C1=CC=2C(NCCC2N1)=O (2-(2-amino-3-(tert-butylamino)quinoxalin-5-yl)-6,7-dihydro-1H-pyrrolo[3,2-c]pyridin-4(5H)-one). Isolated yield 22.5%. RXN SMILES: [C:1]([NH:5][C:6]1[C:7]([NH:26]CC2C=CC(OC)=CC=2OC)=[N:8][C:9]2[C:14]([N:15]=1)=[C:13]([C:16]1[NH:24][C:23]3[CH2:22][CH2:21][NH:20][C:19](=[O:25])[C:18]=3[CH:17]=1)[CH:12]=[CH:11][CH:10]=2)([CH3:4])([CH3:3])[CH3:2].C(O)(C(F)(F)F)=O>C(Cl)Cl>[NH2:26][C:7]1[C:6]([NH:5][C:1]([CH3:4])([CH3:3])[CH3:2])=[N:15][C:14]2[C:9](=[CH:10][CH:11]=[CH:12][C:13]=2[C:16]2[NH:24][C:23]3[CH2:22][CH2:21][NH:20][C:19](=[O:25])[C:18]=3[CH:17]=2)[N:8]=1. Reported procedure: A solution of 2-(3-(tert-butylamino)-2-((2,4-dimethoxybenzyl)amino)quinoxalin-5-yl)-6,7-dihydro-1H-pyrrolo[3,2-c]pyridin-4(5H)-one (304d) (40 mg, 0.08 mmol) and TFA (1.0 mL, 12.98 mmol) in DCM (1.0 mL) was stirred at 25° C. for 1 h. The reaction mixture was subsequently heated at 40° C. for 1 h. The reaction mixture was then concentrated in vacuo, and the residue was partitioned between EtOAc (50 mL) and saturated aq. NaHCO3 (30 mL). The organic layer was separated, washed with brine (20 mL), dr... Yields the product CC1=NNC2=C(C=C(C=C12)C(F)(F)F)COCC1(CCNCC1)C1=CC=CC=C1 (3-Methyl-7-(((4-phenylpiperidin-4-yl)methoxy)methyl)-5-(trifluoromethyl)-1H-indazole). Procedure details: tert-Butyl 4-(((3-methyl-5-(trifluoromethyl)-2-((2-(trimethylsilyl)ethoxy)methyl)-2H-indazol-7-yl)methoxy)methyl)-4-phenylpiperidine-1-carboxylate (100 mg, 0.16 mmol) was treated with a trifluoroacetic acid/methylene chloride mixture (1:1, 3 mL) for 4 h. The solvent was removed in vacuo and the resulting crude mixture passed through a strong cation exchange column. After washing the column with several volumes of methanol, the product was eluted by washing the column with 2 M ammonia in methanol... Reaction SMILES: [CH3:1][C:2]1[N:3](COCC[Si](C)(C)C)[N:4]=[C:5]2[C:10]=1[CH:9]=[C:8]([C:11]([F:14])([F:13])[F:12])[CH:7]=[C:6]2[CH2:15][O:16][CH2:17][C:18]1([C:31]2[CH:36]=[CH:35][CH:34]=[CH:33][CH:32]=2)[CH2:23][CH2:22][N:21](C(OC(C)(C)C)=O)[CH2:20][CH2:19]1.FC(F)(F)C(O)=O.C(Cl)Cl>>[CH3:1][C:2]1[C:10]2[C:5](=[C:6]([CH2:15][O:16][CH2:17][C:18]3([C:31]4[CH:32]=[CH:33][CH:34]=[CH:35][CH:36]=4)[CH2:19][CH2:20][NH:21][CH2:22][CH2:23]3)[CH:7]=[C:8]([C:11]([F:12])([F:13])[F:14])[CH:9]=2)[NH:4][N:3]=1 |f:1.2|. Reactants: CC=1N(N=C2C(=CC(=CC12)C(F)(F)F)COCC1(CCN(CC1)C(=O)OC(C)(C)C)C1=CC=CC=C1)COCC[Si](C)(C)C (tert-Butyl 4-(((3-methyl-5-(trifluoromethyl)-2-((2-(trimethylsilyl)ethoxy)methyl)-2H-indazol-7-yl)methoxy)methyl)-4-phenylpiperidine-1-carboxylate), FC(C(=O)O)(F)F.C(Cl)Cl (trifluoroacetic acid methylene chloride). Starting materials: CC(=O)O[C@@H]1[C@@H](SC=2C=CC=CC2N(C1=O)CCN(C)C)C=3C=CC(=CC3)OC.Cl (diltiazem HCl), C(\C=C\C(=O)O)(=O)O (fumaric acid), talc, [Si](=O)=O (silicon dioxide), CC(=O)O[C@@H]1[C@@H](SC=2C=CC=CC2N(C1=O)CCN(C)C)C=3C=CC(=CC3)OC.Cl (diltiazem HCl). Yields the product CC(=O)O[C@@H]1[C@@H](SC=2C=CC=CC2N(C1=O)CCN(C)C)C=3C=CC(=CC3)OC (DILTIAZEM). RXN SMILES: [CH3:1][C:2]([O:4][C@H:5]1[C:15](=[O:16])[N:14]([CH2:17][CH2:18][N:19]([CH3:21])[CH3:20])[C:13]2[CH:12]=[CH:11][CH:10]=[CH:9][C:8]=2[S:7][C@H:6]1[C:22]1[CH:23]=[CH:24][C:25]([O:28][CH3:29])=[CH:26][CH:27]=1)=[O:3].Cl.C(O)(=O)/C=C/C(O)=O.[Si](=O)=O>>[CH3:1][C:2]([O:4][C@H:5]1[C:15](=[O:16])[N:14]([CH2:17][CH2:18][N:19]([CH3:21])[CH3:20])[C:13]2[CH:12]=[CH:11][CH:10]=[CH:9][C:8]=2[S:7][C@H:6]1[C:22]1[CH:23]=[CH:24][C:25]([O:28][CH3:29])=[CH:26][CH:27]=1)=[O:3] |f:0.1|. Procedure details: To an 80 cubic foot blender is charged 188 kg of diltiazem HCl, 94.0 kg of fumaric acid NF, 94 kg of talc, 2.8 kg of silicon dioxide, and an additional 188 kg of diltiazem HCl. The mixture is dry blended for 15 minutes and then milled through a 0.013 inch screen. Reactants: C(#N)C1=CC=C(NC=2SC3=C(C(N2)=O)C=CC=N3)C=C1 (2-(4-cyanoanilino)-4H-pyrido[3,2-e]-1,3-thiazin-4-one), [H-].[Li+] (lithium hydride), CI (methyl iodide). Yields the product C(#N)C1=CC=C(C=C1)N=C1SC2=C(C(N1C)=O)C=CC=N2 (2-[(4-cyanophenyl)imino]-2,3-dihydro-3-methyl-4H-pyrido[3,2-e]-1,3-thiazin-4-one). The yield is 80.7%. RXN SMILES: [C:1]([C:3]1[CH:20]=[CH:19][C:6]([NH:7][C:8]2[S:9][C:10]3[N:18]=[CH:17][CH:16]=[CH:15][C:11]=3[C:12](=[O:14])[N:13]=2)=[CH:5][CH:4]=1)#[N:2].[H-].[Li+].[CH3:23]I>>[C:1]([C:3]1[CH:20]=[CH:19][C:6]([N:7]=[C:8]2[N:13]([CH3:23])[C:12](=[O:14])[C:11]3[CH:15]=[CH:16][CH:17]=[N:18][C:10]=3[S:9]2)=[CH:5][CH:4]=1)#[N:2] |f:1.2|. Procedure: The reaction procedure of Example 11 was followed except that 900 mg (3.21 mmol) of 2-(4-cyanoanilino)-4H-pyrido[3,2-e]-1,3-thiazin-4-one, 42 mg of lithium hydride and 547 mg of methyl iodide were used. The resulting residue was then purified through silica gel column chromatography (eluant: chloroform) to obtain 762 mg of 2-[(4-cyanophenyl)imino]-2,3-dihydro-3-methyl-4H-pyrido[3,2-e]-1,3-thiazin-4-one (81%, recrystallized from a mixture of ether and hexane).